Dataset: the Open Reaction Database (ORD), a public repository of structured organic reaction records. Task: describe an organic reaction: reactants, conditions, products, and yield Reactants: CCN(C(C)C)C(C)C, NC1C(=O)N(CC2CC2)c2ccccc2-c2ccccc21, O=C(O)CC(=O)NCC(F)(F)C(F)(F)F, C1CCOC1, O, On1nnc2ccccc21. The product is O=C(CC(=O)NC1C(=O)N(CC2CC2)c2ccccc2-c2ccccc21)NCC(F)(F)C(F)(F)F. RXN SMILES: [CH:48]([N:49]([CH:50]([CH3:51])[CH3:52])[CH2:53][CH3:54])([CH3:55])[CH3:56].[NH2:1][CH:2]1[c:3]2[c:4]([cH:18][cH:19][cH:20][cH:21]2)-[c:5]2[c:6]([cH:14][cH:15][cH:16][cH:17]2)[N:7]([CH2:10][CH:11]2[CH2:12][CH2:13]2)[C:8]1=[O:9].[O:22]=[C:23]([CH2:24][C:25](=[O:26])[OH:27])[NH:28][CH2:29][C:30]([C:31]([F:32])([F:33])[F:34])([F:35])[F:36].[O:57]1[CH2:58][CH2:59][CH2:60][CH2:61]1.[OH2:37].[OH:38][n:39]1[c:40]2[cH:41][cH:42][cH:43][cH:44][c:45]2[n:46][n:47]1>>[NH:1]([CH:2]1[c:3]2[c:4]([cH:18][cH:19][cH:20][cH:21]2)-[c:5]2[c:6]([cH:14][cH:15][cH:16][cH:17]2)[N:7]([CH2:10][CH:11]2[CH2:12][CH2:13]2)[C:8]1=[O:9])[C:25]([CH2:24][C:23](=[O:22])[NH:28][CH2:29][C:30]([C:31]([F:32])([F:33])[F:34])([F:35])[F:36])=[O:26]. The reactants are CCOC(=O)c1cn(-c2ccc(F)cc2F)c2c(Cl)c(F)c(F)cc2c1=O, [K+], O=[N+]([O-])[O-], O, O=S(=O)(O)O. Yields the product CCOC(=O)c1cn(-c2cc([N+](=O)[O-])c(F)cc2F)c2c(Cl)c(F)c(F)cc2c1=O. RXN SMILES: [Cl:6][c:7]1[c:8]([F:32])[c:9]([F:31])[cH:10][c:11]2[c:12](=[O:30])[c:13]([C:25](=[O:26])[O:27][CH2:28][CH3:29])[cH:14][n:15](-[c:17]3[c:18]([F:24])[cH:19][c:20]([F:23])[cH:21][cH:22]3)[c:16]12.[K+:33].[O-:34][N+:35]([O-:36])=[O:37].[OH2:38].[S:1](=[O:2])(=[O:3])([OH:4])[OH:5]>>[Cl:6][c:7]1[c:8]([F:32])[c:9]([F:31])[cH:10][c:11]2[c:12](=[O:30])[c:13]([C:25](=[O:26])[O:27][CH2:28][CH3:29])[cH:14][n:15](-[c:17]3[c:18]([F:24])[cH:19][c:20]([F:23])[c:21]([N+:35](=[O:34])[O-:36])[cH:22]3)[c:16]12. Reactants: diphenyl alkyl phosphites, P(OC1=C(C=C(C=C1)C(C)(C)C)C(C)(C)C)(OC1=C(C=C(C=C1)C(C)(C)C)C(C)(C)C)OC1=C(C=C(C=C1)C(C)(C)C)C(C)(C)C (tris(2,4-di-tert-butylphenyl) phosphite), P(OC1=C(C=C(C=C1C)C(C)(C)C)C(C)(C)C)(OC1=C(C=C(C=C1C)C(C)(C)C)C(C)(C)C)OCC (bis(2,4-di-tert-butyl-6-methylphenyl) ethyl phosphite), phenyl dialkyl phosphites, P(OC1=C(C=CC=C1)CCCCCCCCC)(OC1=C(C=CC=C1)CCCCCCCCC)OC1=C(C=CC=C1)CCCCCCCCC (tris(nonylphenyl) phosphite), triethyltris(3,3′5,5′-tetra-tert-butyl-1,1′-biphenyl-2,2′-diyl) phosphite. Product: P(OC1=CC=CC=C1)(OC1=CC=CC=C1)OC1=CC=CC=C1 (Triphenyl phosphite). RXN SMILES: [P:1]([O:34][C:35]1[CH:40]=[CH:39][CH:38]=[CH:37][C:36]=1CCCCCCCCC)([O:18][C:19]1[CH:24]=[CH:23][CH:22]=[CH:21][C:20]=1CCCCCCCCC)[O:2][C:3]1[CH:8]=[CH:7][CH:6]=[CH:5][C:4]=1CCCCCCCCC.P(OC1C=CC(C(C)(C)C)=CC=1C(C)(C)C)(OC1C=CC(C(C)(C)C)=CC=1C(C)(C)C)OC1C=CC(C(C)(C)C)=CC=1C(C)(C)C.P(OCC)(OC1C(C)=CC(C(C)(C)C)=CC=1C(C)(C)C)OC1C(C)=CC(C(C)(C)C)=CC=1C(C)(C)C>>[P:1]([O:18][C:19]1[CH:24]=[CH:23][CH:22]=[CH:21][CH:20]=1)([O:34][C:35]1[CH:40]=[CH:39][CH:38]=[CH:37][CH:36]=1)[O:2][C:3]1[CH:4]=[CH:5][CH:6]=[CH:7][CH:8]=1. Procedure details: diphenyl alkyl phosphites; phenyl dialkyl phosphites; tris(nonylphenyl) phosphite [WESTON 399, available from GE Specialty Chemicals]; tris(2,4-di-tert-butylphenyl) phosphite [IRGAFOS 168, available from Ciba Specialty Chemicals Corp.]; and bis(2,4-di-tert-butyl-6-methylphenyl) ethyl phosphite [IRGAFOS 38, available from Ciba Specialty Chemicals Corp.]; and 2,2′,2″-nitrilo[triethyltris(3,3′5,5′-tetra-tert-butyl-1,1′-biphenyl-2,2′-diyl) phosphite [IRGAFOS 12, available from Ciba Specialty Chemica... Reactants: ice, FC1=CC=C(CN2C3=C(C(=C2C(=O)O)C(=O)O)COCC3)C=C1 (1-(4-fluorobenzyl)-1,4,6,7-tetrahydropyrano[4,3-b]pyrrole-2,3-dicarboxylic acid), C(=O)(C(F)(F)F)OC(=O)C(F)(F)F (TFAA). Run in ClCCl (Dichloromethane). Conditions: time 2 hour. The product is FC1=CC=C(CN2C3=C(C(=C2C(=O)O)C(=O)OC)COCC3)C=C1 (1-(4-fluorobenzyl)-3-(methoxycarbonyl)-1,4,6,7-tetrahydropyrano[4,3-b]pyrrole-2-carboxylic acid). Reaction SMILES: [F:1][C:2]1[CH:23]=[CH:22][C:5]([CH2:6][N:7]2[C:11]([C:12]([OH:14])=[O:13])=[C:10]([C:15]([OH:17])=[O:16])[C:9]3[CH2:18][O:19][CH2:20][CH2:21][C:8]2=3)=[CH:4][CH:3]=1.[C:24](OC(C(F)(F)F)=O)(C(F)(F)F)=O>ClCCl>[F:1][C:2]1[CH:3]=[CH:4][C:5]([CH2:6][N:7]2[C:11]([C:12]([OH:14])=[O:13])=[C:10]([C:15]([O:17][CH3:24])=[O:16])[C:9]3[CH2:18][O:19][CH2:20][CH2:21][C:8]2=3)=[CH:22][CH:23]=1. Procedure: An ice cooled suspension of 1-(4-fluorobenzyl)-1,4,6,7-tetrahydropyrano[4,3-b]pyrrole-2,3-dicarboxylic acid (3.1 g, 9.71 mmol) in Dichloromethane (DCM) (50 mL) was treated with TFAA (2.70 mL, 19.42 mmol) and warmed to ambient temperature. After 2 h, the reaction mixture was concentrated in vacuo, dissolved in MeOH (5 mL) and heated to reflux (90° C. bath). After 2 h, the reaction mixture was concentrated in vacuo to afford 1-(4-fluorobenzyl)-3-(methoxycarbonyl)-1,4,6,7-tetrahydropyrano[4,3-b]pyr...